From a dataset of the Open Reaction Database (ORD), a public repository of structured organic reaction records. describe an organic reaction: reactants, conditions, products, and yield Starting materials: CC1=NOC(=C1C)N (3,4-dimethyl-5-aminoisoxazole), [H-].[Na+] (NaH), ClC1=CC=C(CC2=C(C3=C(S2)C=CC=C3)S(=O)(=O)Cl)C=C1 (2-(4-chlorobenzyl)-benzo[b]thiophene-3-sulfonylchloride). The solvent is C1CCOC1 (THF). The product is CC1=NOC(=C1C)NS(=O)(=O)C=1C2=C(SC1CC1=CC=C(C=C1)Cl)C=CC=C2 (N-(3,4-dimethyl-5-isoxazolyl)-2-(4-chlorobenzyl)-benzo[b]thiophene-3-sulfonamide), yellow solid. Yield: 27.0%. As a reaction SMILES: [CH3:1][C:2]1[C:6]([CH3:7])=[C:5]([NH2:8])[O:4][N:3]=1.[H-].[Na+].[Cl:11][C:12]1[CH:31]=[CH:30][C:15]([CH2:16][C:17]2[S:21][C:20]3[CH:22]=[CH:23][CH:24]=[CH:25][C:19]=3[C:18]=2[S:26](Cl)(=[O:28])=[O:27])=[CH:14][CH:13]=1>C1COCC1>[CH3:1][C:2]1[C:6]([CH3:7])=[C:5]([NH:8][S:26]([C:18]2[C:19]3[CH:25]=[CH:24][CH:23]=[CH:22][C:20]=3[S:21][C:17]=2[CH2:16][C:15]2[CH:14]=[CH:13][C:12]([Cl:11])=[CH:31][CH:30]=2)(=[O:28])=[O:27])[O:4][N:3]=1 |f:1.2|. Procedure: N-(3,4-dimethyl-5-isoxazolyl)-2-(4-chlorobenzyl)-benzo[b]thiophene-3-sulfonamide was prepared by the method of Example 41 with 3,4-dimethyl-5-aminoisoxazole (1.2 mmoles, 1.4 g), NaH (3.0 mmoles, 73 mg), 2-(4-chlorobenzyl)-benzo[b]thiophene-3-sulfonylchloride (1.4 mmoles, 0.50 g) and THF (8 ml). Flash chromatography (50% ethyl acetate/hexanes) followed by recrystallization from methanol and water provided 1.04 g (27%) of a yellow solid, m.p. 100°-102° C. Reactants: 88-g, C(C)=O (acetaldehyde), C(CC)(=O)OC(CC)=O (propionic anhydride), C([O-])(O)=O.[Na+] (sodium bicarbonate). Reaction conditions: temperature 25 celsius, time 7 hour. Product: C(CC)(=O)OC(C)OC(CC)=O (ethylidene bispropionate). RXN SMILES: [CH:1](=[O:3])[CH3:2].[C:4]([O:8][C:9](=[O:12])[CH2:10]C)(=[O:7])[CH2:5][CH3:6].[C:13](=O)(O)[O-].[Na+]>>[C:1]([O:12][CH:9]([O:8][C:4](=[O:7])[CH2:5][CH3:6])[CH3:10])(=[O:3])[CH2:2][CH3:13] |f:2.3|. Procedure details: An 88-g (2 mols) sample of acetaldehyde was added in small portions to a solution of 260 g (2 mols) of propionic anhydride at 60° C. The reaction mixture was then stirred at about 25° C for 7 hours. The reaction mixture was diluted with saturated sodium bicarbonate solution and extracted with methylene dichloride. The methylene chloride extracts were dried over magnesium sulfate and evaporated under reduced pressure. The resulting residue was distilled through a 16 inch column to give 316.5 g of...